Task: describe an organic reaction: reactants, conditions, products, and yield. Dataset: the Open Reaction Database (ORD), a public repository of structured organic reaction records RXN SMILES: [CH2:33]1[O:34][CH2:35][CH2:36][CH2:37]1.[CH2:9]([CH3:10])[O:11][C:12](=[O:13])[CH:14]1[CH2:15][c:16]2[n:17]([c:18]3[cH:19][cH:20][cH:21][cH:22][c:23]3[cH:24]2)[CH2:25][CH2:26]1.[CH:1]([N-:2][CH:3]([CH3:4])[CH3:5])([CH3:6])[CH3:7].[Cl:27][C:28](=[O:29])[O:30][CH2:31][CH3:32].[Li+:8]>>[CH2:9]([CH3:10])[O:11][C:12](=[O:13])[C:14]1([C:28](=[O:29])[O:30][CH2:31][CH3:32])[CH2:15][c:16]2[n:17]([c:18]3[cH:19][cH:20][cH:21][cH:22][c:23]3[cH:24]2)[CH2:25][CH2:26]1. Reactants: C1CCOC1, CCOC(=O)C1CCn2c(cc3ccccc32)C1, CC(C)[N-]C(C)C, CCOC(=O)Cl, [Li+]. Yields the product CCOC(=O)C1(C(=O)OCC)CCn2c(cc3ccccc32)C1. Procedure details: Prepared similarly to Intermediate 31 from 2-(butyloxy)-8-(methyloxy)-9H-purin-6-amine trifluoroacetate and phenylmethyl 3-(4-bromobutyl)-1-piperidinecarboxylate. LCMS (System B): tRET=3.08 min; MH+ 511 The reactants are NC1=C2N=C(N(C2=NC(=N1)OCCCC)CCCC1N(CCCC1)C(=O)OCC1=CC=CC=C1)OC (Phenylmethyl 2-{3-[6-amino-2-(butyloxy)-8-(methyloxy)-9H-purin-9-yl]propyl}-1-piperidinecarboxylate), FC(C(=O)O)(F)F.C(CCC)OC1=NC(=C2N=C(NC2=N1)OC)N (2-(butyloxy)-8-(methyloxy)-9H-purin-6-amine trifluoroacetate), BrCCCCC1CN(CCC1)C(=O)OCC1=CC=CC=C1 (phenylmethyl 3-(4-bromobutyl)-1-piperidinecarboxylate). As a reaction SMILES: [NH2:1][C:2]1[N:10]=[C:9]([O:11][CH2:12][CH2:13][CH2:14][CH3:15])[N:8]=[C:7]2[C:3]=1[N:4]=[C:5]([O:35][CH3:36])[N:6]2[CH2:16][CH2:17][CH2:18][CH:19]1[CH2:24][CH2:23][CH2:22][CH2:21][N:20]1[C:25]([O:27][CH2:28][C:29]1[CH:34]=[CH:33][CH:32]=[CH:31][CH:30]=1)=[O:26].F[C:38](F)(F)C(O)=O.C(OC1N=C2C(N=C(OC)N2)=C(N)N=1)CCC.BrCCCCC1CCCN(C(OCC2C=CC=CC=2)=O)C1>>[NH2:1][C:2]1[N:10]=[C:9]([O:11][CH2:12][CH2:13][CH2:14][CH3:15])[N:8]=[C:7]2[C:3]=1[N:4]=[C:5]([O:35][CH3:36])[N:6]2[CH2:16][CH2:17][CH2:18][CH2:19][CH:24]1[CH2:23][CH2:22][CH2:21][N:20]([C:25]([O:27][CH2:28][C:29]2[CH:34]=[CH:33][CH:32]=[CH:31][CH:30]=2)=[O:26])[CH2:38]1 |f:1.2|. Yields the product NC1=C2N=C(N(C2=NC(=N1)OCCCC)CCCCC1CN(CCC1)C(=O)OCC1=CC=CC=C1)OC (Phenylmethyl 3-{4-[6-amino-2-(butyloxy)-8-(methyloxy)-9H-purin-9-yl]butyl}-1-piperidinecarboxylate). The reactants are Cc1ccccc1C(=O)Cl, [Na+], O=C([O-])O, CC(C)(C)OC(=O)NCC(C(=O)Nc1ccc2cnccc2c1)c1ccc(CO)cc1, c1ccncc1. The product is Cc1ccccc1C(=O)OCc1ccc(C(CNC(=O)OC(C)(C)C)C(=O)Nc2ccc3cnccc3c2)cc1. RXN SMILES: [CH3:32][c:33]1[c:34]([C:35](=[O:36])[Cl:37])[cH:38][cH:39][cH:40][cH:41]1.[Na+:46].[O-:42][C:43]([OH:44])=[O:45].[OH:1][CH2:2][c:3]1[cH:4][cH:5][c:6]([CH:9]([CH2:10][NH:11][C:12]([O:13][C:14]([CH3:15])([CH3:16])[CH3:17])=[O:18])[C:19](=[O:20])[NH:21][c:22]2[cH:23][c:24]3[cH:25][cH:26][n:27][cH:28][c:29]3[cH:30][cH:31]2)[cH:7][cH:8]1.[cH:47]1[cH:48][cH:49][n:50][cH:51][cH:52]1>>[O:1]([CH2:2][c:3]1[cH:4][cH:5][c:6]([CH:9]([CH2:10][NH:11][C:12]([O:13][C:14]([CH3:15])([CH3:16])[CH3:17])=[O:18])[C:19](=[O:20])[NH:21][c:22]2[cH:23][c:24]3[cH:25][cH:26][n:27][cH:28][c:29]3[cH:30][cH:31]2)[cH:7][cH:8]1)[C:35]([c:34]1[c:33]([CH3:32])[cH:41][cH:40][cH:39][cH:38]1)=[O:36].